This data is from the Open Reaction Database (ORD), a public repository of structured organic reaction records. The task is: describe an organic reaction: reactants, conditions, products, and yield The reactants are Cl.O1C(CCC1)C(=O)O (tetrahydrofuran-2-carboxylic acid hydrochloride), C(C1=CC=CC=C1)[C@@H]1C[C@H](NC1)C(=O)NC1=CC=C(C=C1)OC1=CC=C(C=C1)F ((2S,4R)-4-benzyl-N-(4-(4-fluorophenoxy)phenyl)pyrrolidine-2-carboxamide). Product: Compound 92, C(C1=CC=CC=C1)[C@@H]1C[C@H](N(C1)C(=O)C1OCCC1)C(=O)NC1=CC=C(C=C1)OC1=CC=C(C=C1)F ((2S,4R)-4-benzyl-N-(4-(4-fluorophenoxy)phenyl)-1-(tetrahydrofuran-2-carbonyl)pyrrolidine-2-carboxamide). The yield is 33.4%. As a reaction SMILES: Cl.[O:2]1[CH2:6][CH2:5][CH2:4][CH:3]1[C:7]([OH:9])=O.[CH2:10]([C@H:17]1[CH2:21][NH:20][C@H:19]([C:22]([NH:24][C:25]2[CH:30]=[CH:29][C:28]([O:31][C:32]3[CH:37]=[CH:36][C:35]([F:38])=[CH:34][CH:33]=3)=[CH:27][CH:26]=2)=[O:23])[CH2:18]1)[C:11]1[CH:16]=[CH:15][CH:14]=[CH:13][CH:12]=1>>[CH2:10]([C@H:17]1[CH2:21][N:20]([C:7]([CH:3]2[CH2:4][CH2:5][CH2:6][O:2]2)=[O:9])[C@H:19]([C:22]([NH:24][C:25]2[CH:30]=[CH:29][C:28]([O:31][C:32]3[CH:33]=[CH:34][C:35]([F:38])=[CH:36][CH:37]=3)=[CH:27][CH:26]=2)=[O:23])[CH2:18]1)[C:11]1[CH:12]=[CH:13][CH:14]=[CH:15][CH:16]=1 |f:0.1|. Reported procedure: Proceeding as in Example 1, but substituting tetrahydrofuran-2-carboxylic acid hydrochloride and (2S,4R)-4-benzyl-N-(4-(4-fluorophenoxy)phenyl)pyrrolidine-2-carboxamide, gave Compound 92, (2S,4R)-4-benzyl-N-(4-(4-fluorophenoxy)phenyl)-1-(tetrahydrofuran-2-carbonyl)pyrrolidine-2-carboxamide (9.8 mg, 33.4%). Major isomer: 1H-NMR (400 MHz, DMSO-D6): a 9.97 (s, 1H), 7.54 (m, 2H), 7.27 (m, 2H), 7.21-7.15 (m, 7H), 6.93 (m, 2H), 4.55-4.43 (m, 2H), 3.73 (m, 2H), 2.64 (m, 3H), 2.03-1.90 (m, 4H), 1.86-1.7... Starting materials: CC[N+](CC)(CC)Cc1ccccc1, C1CCOC1, [Cl-], Cn1c(=O)cc(-c2ccccc2)c2cc(C(c3ccc(Cl)cc3)c3c[nH]cn3)ccc21, CI, [Na+], [OH-], O. Product: Cn1cnc(C(c2ccc(Cl)cc2)c2ccc3c(c2)c(-c2ccccc2)cc(=O)n3C)c1. RXN SMILES: [CH2:36]([N+:37]([CH2:38][CH3:39])([CH2:40][CH3:41])[CH2:42][CH3:43])[c:44]1[cH:45][cH:46][cH:47][cH:48][cH:49]1.[CH2:50]1[O:51][CH2:52][CH2:53][CH2:54]1.[Cl-:35].[Cl:3][c:4]1[cH:5][cH:6][c:7]([CH:10]([c:11]2[cH:12][c:13]3[c:14](-[c:23]4[cH:24][cH:25][cH:26][cH:27][cH:28]4)[cH:15][c:16](=[O:22])[n:17]([CH3:21])[c:18]3[cH:19][cH:20]2)[c:29]2[n:30][cH:31][nH:32][cH:33]2)[cH:8][cH:9]1.[I:1][CH3:2].[Na+:56].[OH-:55].[OH2:34]>>[CH3:2][n:32]1[cH:31][n:30][c:29]([CH:10]([c:7]2[cH:6][cH:5][c:4]([Cl:3])[cH:9][cH:8]2)[c:11]2[cH:12][c:13]3[c:14](-[c:23]4[cH:24][cH:25][cH:26][cH:27][cH:28]4)[cH:15][c:16](=[O:22])[n:17]([CH3:21])[c:18]3[cH:19][cH:20]2)[cH:33]1. Reactants: CSCCCCOC=1C=CC2=C(C(OC(N2)=O)(C)C)C1 (6-(4-methylmercapto-butoxy)-4,4-dimethyl-4H-3,1-benzoxazin-2-one), OO (hydrogen peroxide). Product: CS(=O)CCCCOC=1C=CC2=C(C(OC(N2)=O)(C)C)C1 (6-(4-Methylsulfinyl-butoxy)-4,4-dimethyl-4H-3,1-benzoxazin-2-one). As a reaction SMILES: [CH3:1][S:2][CH2:3][CH2:4][CH2:5][CH2:6][O:7][C:8]1[CH:9]=[CH:10][C:11]2[NH:16][C:15](=[O:17])[O:14][C:13]([CH3:19])([CH3:18])[C:12]=2[CH:20]=1.[OH:21]O>>[CH3:1][S:2]([CH2:3][CH2:4][CH2:5][CH2:6][O:7][C:8]1[CH:9]=[CH:10][C:11]2[NH:16][C:15](=[O:17])[O:14][C:13]([CH3:18])([CH3:19])[C:12]=2[CH:20]=1)=[O:21]. Procedure: Prepared analogously to Example 2 from 6-(4-methylmercapto-butoxy)-4,4-dimethyl-4H-3,1-benzoxazin-2-one and hydrogen peroxide.